From a dataset of the Open Reaction Database (ORD), a public repository of structured organic reaction records. describe an organic reaction: reactants, conditions, products, and yield Reactants: N1=C(C=CC=C1)C (2-picoline), ClC1=CC=CC(=N1)C=O (6-chloro-2-pyridinecarbaldehyde), solution, C(CCC)[Li] (n-butyllithium). Run in O (water), C(C)(=O)OCC (Ethyl acetate), O (Water), O1CCCC1 (tetrahydrofuran), O1CCCC1 (tetrahydrofuran), CCCCCC (hexane). Conditions: time 50 minute. Product: ClC1=CC=CC(=N1)C(CC1=NC=CC=C1)O (1-(6-Chloropyridin-2-yl)-2-(pyridin-2-yl)ethyl alcohol). Isolated yield 30.6%. RXN SMILES: [N:1]1[CH:6]=[CH:5][CH:4]=[CH:3][C:2]=1[CH3:7].C([Li])CCC.[Cl:13][C:14]1[N:19]=[C:18]([CH:20]=[O:21])[CH:17]=[CH:16][CH:15]=1>O1CCCC1.CCCCCC.O.C(OCC)(=O)C>[Cl:13][C:14]1[N:19]=[C:18]([CH:20]([OH:21])[CH2:7][C:2]2[CH:3]=[CH:4][CH:5]=[CH:6][N:1]=2)[CH:17]=[CH:16][CH:15]=1. Reported procedure: 50.2 g of 2-picoline was dissolved in 1363 ml of tetrahydrofuran and 237.2 ml of a 2.5M solution of n-butyllithium in hexane was added to the obtained solution at -50° C. in a nitrogen stream. The obtained mixture was stirred at that temperature for 50 minutes, followed by the addition thereto of a solution of 76.2 g of 6-chloro-2-pyridinecarbaldehyde in 1363 ml of tetrahydrofuran at -50° C. The obtained mixture was stirred at that temperature for 30 minutes and brought to 0° C. at room temperat... Reactants: N#CCCc1ccsc1Br, C#CCO, [Cu]I, Cl[Pd]Cl, c1ccc(P(c2ccccc2)c2ccccc2)cc1, c1ccc(P(c2ccccc2)c2ccccc2)cc1. Product: N#CCCc1ccsc1C#CCO. Reaction SMILES: [Br:1][c:2]1[s:3][cH:4][cH:5][c:6]1[CH2:7][CH2:8][C:9]#[N:10].[CH2:11]([C:12]#[CH:13])[OH:14].[Cu:15][I:16].[Pd:17]([Cl:18])[Cl:19].[c:20]1([P:21]([c:22]2[cH:23][cH:24][cH:25][cH:26][cH:27]2)[c:28]2[cH:29][cH:30][cH:31][cH:32][cH:33]2)[cH:34][cH:35][cH:36][cH:37][cH:38]1.[c:39]1([P:40]([c:41]2[cH:42][cH:43][cH:44][cH:45][cH:46]2)[c:47]2[cH:48][cH:49][cH:50][cH:51][cH:52]2)[cH:53][cH:54][cH:55][cH:56][cH:57]1>>[c:2]1([C:13]#[C:12][CH2:11][OH:14])[s:3][cH:4][cH:5][c:6]1[CH2:7][CH2:8][C:9]#[N:10].